From a dataset of the Open Reaction Database (ORD), a public repository of structured organic reaction records. describe an organic reaction: reactants, conditions, products, and yield Reactants: NC1=NNC=C1C(=O)C1=CC=CC=C1 ((3-amino-1H-pyrazol-4-yl)phenyl-methanone), CN(C=CC(=O)C1=CC=NC=C1)C (3-dimethylamino-1-(4-pyridinyl)-2-propen-1-one). Yields the product C1(=CC=CC=C1)C(=O)C=1C=NN2C1N=CC=C2C2=CC=NC=C2 (Phenyl[7-(4-pyridinyl)pyrazolo[1,5-a]pyrimidin-3-yl]methanone). As a reaction SMILES: [NH2:1][C:2]1[C:6]([C:7]([C:9]2[CH:14]=[CH:13][CH:12]=[CH:11][CH:10]=2)=[O:8])=[CH:5][NH:4][N:3]=1.CN(C)[CH:17]=[CH:18][C:19]([C:21]1[CH:26]=[CH:25][N:24]=[CH:23][CH:22]=1)=O>>[C:9]1([C:7]([C:6]2[CH:5]=[N:4][N:3]3[C:19]([C:21]4[CH:26]=[CH:25][N:24]=[CH:23][CH:22]=4)=[CH:18][CH:17]=[N:1][C:2]=23)=[O:8])[CH:10]=[CH:11][CH:12]=[CH:13][CH:14]=1. Procedure details: Following the general procedure of Example 8 and reacting (3-amino-1H-pyrazol-4-yl)phenyl-methanone with 3-dimethylamino-1-(4-pyridinyl)-2-propen-1-one gave the desired product, mp 185°-186° C. Reactants: CN(S(=O)(=O)Cl)C (dimethylsulfamoylchloride), ClC1=C2CCC(C2=C(C(=C1)Cl)OC)NC1=NC2=CC=C(C=C2C=C1)N (rac-N2-(4,6-dichloro-7-methoxy-indan-1-yl)-quinoline-2,6-diamine). The product is ClC1=C2CCC(C2=C(C(=C1)Cl)OC)NC1=NC2=CC=C(C=C2C=C1)NS(=O)(=O)N(C)C (rac-N′-{2-[(4,6-Dichloro-7-methoxy-2,3-dihydro-1H-inden-1-yl)amino]quinolin-6-yl}-N,N-dimethylsulfamide). Reaction SMILES: [CH3:1][N:2]([CH3:7])[S:3](Cl)(=[O:5])=[O:4].[Cl:8][C:9]1[CH:17]=[C:16]([Cl:18])[C:15]([O:19][CH3:20])=[C:14]2[C:10]=1[CH2:11][CH2:12][CH:13]2[NH:21][C:22]1[CH:31]=[CH:30][C:29]2[C:24](=[CH:25][CH:26]=[C:27]([NH2:32])[CH:28]=2)[N:23]=1>>[Cl:8][C:9]1[CH:17]=[C:16]([Cl:18])[C:15]([O:19][CH3:20])=[C:14]2[C:10]=1[CH2:11][CH2:12][CH:13]2[NH:21][C:22]1[CH:31]=[CH:30][C:29]2[C:24](=[CH:25][CH:26]=[C:27]([NH:32][S:3]([N:2]([CH3:7])[CH3:1])(=[O:5])=[O:4])[CH:28]=2)[N:23]=1. Reported procedure: The title compound was prepared in accordance with the general method described in example 66 from dimethylsulfamoylchloride and rac-N2-(4,6-dichloro-7-methoxy-indan-1-yl)-quinoline-2,6-diamine; MS: m/e=482.6 (M+H+).